Dataset: the Open Reaction Database (ORD), a public repository of structured organic reaction records. Task: describe an organic reaction: reactants, conditions, products, and yield Starting materials: C1(=CC=CC=C1)COC(CC(C(NCC1N(CCCC1)C(CCCCCCCCCCCC)=O)=O)N)=O (3-amino-4-oxo-4-[([1-(1-oxotridecyl)-2-piperidinyl]methyl)amino]butanoic acid phenylmethyl ester), Cl (HCl). Solvent: C(C)OCC (diethyl ether), C(C)OCC (diethyl ether). Reaction conditions: time 3 minute. Product: Cl.C1(=CC=CC=C1)COC(CC(C(NCC1N(CCCC1)C(CCCCCCCCCCCC)=O)=O)N)=O (3-amino-4-oxo-4-[([1-(1-oxotridecyl)-2-piperidinyl]methyl)amino]butanoic acid phenylmethyl ester hydrochloride). Isolated yield 87.0%. As a reaction SMILES: [C:1]1([CH2:7][O:8][C:9](=[O:37])[CH2:10][CH:11]([NH2:36])[C:12](=[O:35])[NH:13][CH2:14][CH:15]2[CH2:20][CH2:19][CH2:18][CH2:17][N:16]2[C:21](=[O:34])[CH2:22][CH2:23][CH2:24][CH2:25][CH2:26][CH2:27][CH2:28][CH2:29][CH2:30][CH2:31][CH2:32][CH3:33])[CH:6]=[CH:5][CH:4]=[CH:3][CH:2]=1.[ClH:38]>C(OCC)C>[ClH:38].[C:1]1([CH2:7][O:8][C:9](=[O:37])[CH2:10][CH:11]([NH2:36])[C:12](=[O:35])[NH:13][CH2:14][CH:15]2[CH2:20][CH2:19][CH2:18][CH2:17][N:16]2[C:21](=[O:34])[CH2:22][CH2:23][CH2:24][CH2:25][CH2:26][CH2:27][CH2:28][CH2:29][CH2:30][CH2:31][CH2:32][CH3:33])[CH:6]=[CH:5][CH:4]=[CH:3][CH:2]=1 |f:3.4|. Reported procedure: To a rapidly stirred solution of 400 mg (0.77 mmol) of 3-amino-4-oxo-4-[([1-(1-oxotridecyl)-2-piperidinyl]methyl)amino]butanoic acid phenylmethyl ester in 6.0 mL of diethyl ether was added 1.5 mL (1.5 mmol) of 1.0N HCl in diethyl ether. The mixture was stirred for 3 minutes and then the resulting solid was collected by vacuum filtration, providing 370 mg (87%) of 3-amino-4-oxo-4-[([1-(1-oxotridecyl)-2-piperidinyl]methyl)amino]butanoic acid phenylmethyl ester hydrochloride as a yellow solid. Mp.>... Starting materials: CC1=CC=C(C(=O)NO)C=C1 (4-methylbenzohydroxamic acid), hydroxamic acid, N1=CC=CC=C1 (pyridine), C(C)C(C(=O)Cl)(C(=O)Cl)CC (diethylmalonyl chloride). Solvent: C(Cl)Cl (methylene chloride). Product: CC1=CC=C(C(=O)N2OC(C(C2=O)(CC)CC)=O)C=C1 (2-(4-methylbenzoyl)-4,4-diethylisoxazolidine-3,5-dione). Isolated yield 34.1%. Reaction SMILES: [CH3:1][C:2]1[CH:11]=[CH:10][C:5]([C:6]([NH:8][OH:9])=[O:7])=[CH:4][CH:3]=1.N1C=CC=CC=1.[CH2:18]([C:20]([CH2:27][CH3:28])([C:24](Cl)=[O:25])[C:21](Cl)=[O:22])[CH3:19]>C(Cl)Cl>[CH3:1][C:2]1[CH:3]=[CH:4][C:5]([C:6]([N:8]2[C:21](=[O:22])[C:20]([CH2:27][CH3:28])([CH2:18][CH3:19])[C:24](=[O:25])[O:9]2)=[O:7])=[CH:10][CH:11]=1. Procedure details: A mixture consisting of 1.51 g (0.0100 mol) of 4-methylbenzohydroxamic acid, mp 148-150° C. (dec.) (lit. mp 148° C. dec. , Beilstein Handbook of Organic Chemistry, series H, vol 9, p. 491), 5 ml of pyridine, and 100 ml of methylene chloride was prepared in a 250 ml round bottom flask. The mixture was cooled in an ice bath, and 1.977 g (0.0100 mol) of diethylmalonyl chloride was added dropwise over a 15 minute period with stirring. The reaction mixture was stirred for 2 hours at room temperature ... Reactants: NC1=NC(=NN1)S(=O)(=O)Cl (5-Amino-3-chlorosulfonyl-1,2,4-triazole), 5-acetylamino, C(C)(=O)O (acetic acid), FC1=C(N)C(=CC=C1)F (2,6-difluoroaniline). Product: NC1=NC(=NN1)S(=O)(=O)NC1=C(C=CC=C1F)F (5-Amino-N-(2,6-difluorophenyl)-1,2,4-triazole-3-sulfonamide). As a reaction SMILES: [NH2:1][C:2]1[NH:6][N:5]=[C:4]([S:7](Cl)(=[O:9])=[O:8])[N:3]=1.C(O)(=O)C.[F:15][C:16]1[CH:22]=[CH:21][CH:20]=[C:19]([F:23])[C:17]=1[NH2:18]>>[NH2:1][C:2]1[NH:6][N:5]=[C:4]([S:7]([NH:18][C:17]2[C:16]([F:15])=[CH:22][CH:21]=[CH:20][C:19]=2[F:23])(=[O:9])=[O:8])[N:3]=1. Procedure details: 5-Amino-3-chlorosulfonyl-1,2,4-triazole (20 g of about 92 percent purity, 0.1 mole) was slurried in 168 g (2.8 moles) of acetic acid and 14.2 g (0.11 moles) of 2,6-difluoroaniline were added. The mixture was stirred and heated at 90° C. for 11 hours at which time analysis by HPLC a 76 percent conversion to the title compound and 9 percent conversion to its 5-acetylamino derivative. Water was added and the mixture cooled to 10° C. The solids were collected by filtration, washed with water, and dr... Starting materials: CC1(OC2=C(O1)C=CC(=C2)N)C (2,2-Dimethyl-benzo[1,3]dioxol-5-ylamine), FC(C1=CC=C(C=N1)CC#N)(F)F ((6-Trifluoromethyl-pyridin-3-yl)-acetonitrile), C(C)(=O)OC([C@@H](O)C1=CC=CC=C1)=O ((S)-(+)-O-acetyl-L-mandelic acid). Product: CC1(OC2=C(O1)C=CC(=C2)N(C([C@H](C2=CC=CC=C2)O)=O)CCC=2C=NC(=CC2)C(F)(F)F)C ((S)—N-(2,2-Dimethyl-benzo[1,3]dioxol-5-yl)-2-hydroxy-2-phenyl-N-[2-(6-trifluoromethyl-pyridin-3-yl)-ethyl]-acetamide). Reaction SMILES: [CH3:1][C:2]1([CH3:12])[O:6][C:5]2[CH:7]=[CH:8][C:9]([NH2:11])=[CH:10][C:4]=2[O:3]1.[F:13][C:14]([F:25])([F:24])[C:15]1[N:20]=[CH:19][C:18]([CH2:21][C:22]#N)=[CH:17][CH:16]=1.C([O:29][C:30](=O)[C@H:31]([C:33]1[CH:38]=[CH:37][CH:36]=[CH:35][CH:34]=1)[OH:32])(=O)C>>[CH3:1][C:2]1([CH3:12])[O:6][C:5]2[CH:7]=[CH:8][C:9]([N:11]([CH2:22][CH2:21][C:18]3[CH:19]=[N:20][C:15]([C:14]([F:25])([F:24])[F:13])=[CH:16][CH:17]=3)[C:30](=[O:29])[C@@H:31]([OH:32])[C:33]3[CH:38]=[CH:37][CH:36]=[CH:35][CH:34]=3)=[CH:10][C:4]=2[O:3]1. Procedure: In analogy to example 55, 2,2-Dimethyl-benzo[1,3]dioxol-5-ylamine, (6-Trifluoromethyl-pyridin-3-yl)-acetonitrile & (S)-(+)-O-acetyl-L-mandelic acid were successively coupled then hydrolysed to give the target compound. MS(m/e): 473.1 [M+H]+.